Dataset: the Open Reaction Database (ORD), a public repository of structured organic reaction records. Task: describe an organic reaction: reactants, conditions, products, and yield The reactants are NC1=NC2=CC=CC=C2C(N1)=O (2-Amino-4-(3H)-quinazolone), P(=O)(Cl)(Cl)Cl (phosphoryl chloride). Product: NC1=NC2=CC=CC=C2C(=N1)Cl (2-amino-4-chloroquinazoline). Isolated yield 18.9%. As a reaction SMILES: [NH2:1][C:2]1[NH:11][C:10](=O)[C:9]2[C:4](=[CH:5][CH:6]=[CH:7][CH:8]=2)[N:3]=1.P(Cl)(Cl)([Cl:15])=O>>[NH2:1][C:2]1[N:11]=[C:10]([Cl:15])[C:9]2[C:4](=[CH:5][CH:6]=[CH:7][CH:8]=2)[N:3]=1. Procedure details: 2-Amino-4-(3H)-quinazolone (2.0 g, 0.0124 mol) was heated under reflux in phosphoryl chloride (19.02 g, 0.0124 mol) for 2.5 hours. The reaction mixture was partitioned between chloroform, ice and NaOH solution (pH 9) and the organic phase dried, filtered, excess solvent removed and the residue triturated with chloroform to give 2-amino-4-chloroquinazoline (0.42 g, 19%) m.p. 275°-278°.